From a dataset of the Open Reaction Database (ORD), a public repository of structured organic reaction records. describe an organic reaction: reactants, conditions, products, and yield Reactants: CC1CC(NN=C1C1=CC(=C(C=C1)NCC1=CC=CC=C1)N)=O (5-Methyl-6-(3-amino-4-benzylamino-phenyl)-4,5-dihydro-2H-pyridazine-3-one), N (ammonia), C(C)(=O)O (acetic acid). Product: C(C1=CC=CC=C1)N1C(=NC2=C1C=CC(=C2)C=2C(CC(NN2)=O)C)C (1-Benzyl-2-methyl-5-(5-methyl-3-oxo-4,5-dihydro-2H-6-pyridazinyl)-benzimidazole). RXN SMILES: [CH3:1][CH:2]1[C:7]([C:8]2[CH:13]=[CH:12][C:11]([NH:14][CH2:15][C:16]3[CH:21]=[CH:20][CH:19]=[CH:18][CH:17]=3)=[C:10]([NH2:22])[CH:9]=2)=[N:6][NH:5][C:4](=[O:23])[CH2:3]1.N.[C:25](O)(=O)[CH3:26]>>[CH2:15]([N:14]1[C:11]2[CH:12]=[CH:13][C:8]([C:7]3[CH:2]([CH3:1])[CH2:3][C:4](=[O:23])[NH:5][N:6]=3)=[CH:9][C:10]=2[N:22]=[C:25]1[CH3:26])[C:16]1[CH:21]=[CH:20][CH:19]=[CH:18][CH:17]=1. Procedure details: The product obtained according to (a) was taken up in 100 ml of glacial acetic acid and refluxed for 2.5 hours. The mixture was mixed with ice and made alkaline with ammonia, and the precipitated product was purified by chromatography on silicagel (eluting agent: at first pure methylene chloride, then increasing amounts of acetone up to a mixture ratio methylene chloride/acetone=10:3). After evaporation, the product was obtained in crystalline form by trituration with ether.